Dataset: the Open Reaction Database (ORD), a public repository of structured organic reaction records. Task: describe an organic reaction: reactants, conditions, products, and yield The reactants are Cc1cc(F)ccc1-c1cc(Cl)ncc1N(C)C(=O)C(C)(C)c1cc(C(F)(F)F)cc(C(F)(F)F)c1, [Na+], [OH-], C1CSCN1. Product: Cc1cc(F)ccc1-c1cc(N2CCSC2)ncc1N(C)C(=O)C(C)(C)c1cc(C(F)(F)F)cc(C(F)(F)F)c1. Reaction SMILES: [F:1][C:2]([c:3]1[cH:4][c:5]([C:13]([C:14](=[O:15])[N:16]([CH3:17])[c:18]2[cH:19][n:20][c:21]([Cl:32])[cH:22][c:23]2-[c:24]2[c:25]([CH3:31])[cH:26][c:27]([F:30])[cH:28][cH:29]2)([CH3:33])[CH3:34])[cH:6][c:7]([C:9]([F:10])([F:11])[F:12])[cH:8]1)([F:35])[F:36].[Na+:43].[OH-:42].[S:37]1[CH2:38][NH:39][CH2:40][CH2:41]1>>[F:1][C:2]([c:3]1[cH:4][c:5]([C:13]([C:14](=[O:15])[N:16]([CH3:17])[c:18]2[cH:19][n:20][c:21]([N:39]3[CH2:38][S:37][CH2:41][CH2:40]3)[cH:22][c:23]2-[c:24]2[c:25]([CH3:31])[cH:26][c:27]([F:30])[cH:28][cH:29]2)([CH3:33])[CH3:34])[cH:6][c:7]([C:9]([F:10])([F:11])[F:12])[cH:8]1)([F:35])[F:36].